Dataset: the Open Reaction Database (ORD), a public repository of structured organic reaction records. Task: describe an organic reaction: reactants, conditions, products, and yield The reactants are C=CCNCC=O, O=C=Nc1nc2ccc(Cl)cc2s1, c1ccccc1. Product: C=CCN(CC=O)C(=O)Nc1nc2ccc(Cl)cc2s1. RXN SMILES: [CH2:14]([CH:15]=[CH2:16])[NH:17][CH2:18][CH:19]=[O:20].[Cl:1][c:2]1[cH:3][c:4]2[c:5]([n:6][c:7]([N:9]=[C:10]=[O:11])[s:8]2)[cH:12][cH:13]1.[cH:21]1[cH:22][cH:23][cH:24][cH:25][cH:26]1>>[Cl:1][c:2]1[cH:3][c:4]2[c:5]([n:6][c:7]([NH:9][C:10](=[O:11])[N:17]([CH2:14][CH:15]=[CH2:16])[CH2:18][CH:19]=[O:20])[s:8]2)[cH:12][cH:13]1. Run in C(C=C)N (allylamine). Reported procedure: A solution of 6-acetyl-7-chloro-1H-pyrazolo[4,3-b]pyridine (D15, 340 mg, 1.7 mmol) in allylamine (5 ml) was stirred at room temperature for 16 h. Excess allylamine was removed in vacuo and the residue was dissolved in aqueous methanol. The solution was adjusted to pH 8 with 10% sodium carbonate solution, and extracted with ethyl acetate (4×50 ml). The extracts were washed with brine (50 ml), dried (MgSO4) and evaporated in vacuo to give a sticky solid. This was crystallised from ethyl acetate/et... The yield is 152.3%. Reaction SMILES: [C:1]([C:4]1[C:5](Cl)=[C:6]2[NH:12][N:11]=[CH:10][C:7]2=[N:8][CH:9]=1)(=[O:3])[CH3:2]>C(N)C=C>[C:1]([C:4]1[C:5]([NH:8][CH2:7][CH:6]=[CH2:5])=[C:6]2[NH:12][N:11]=[CH:10][C:7]2=[N:8][CH:9]=1)(=[O:3])[CH3:2]. Reactants: C(C)(=O)C=1C(=C2C(=NC1)C=NN2)Cl (6-acetyl-7-chloro-1H-pyrazolo[4,3-b]pyridine). Product: C(C)(=O)C=1C(=C2C(=NC1)C=NN2)NCC=C (6-Acetyl-7-allylamino-1H-pyrazolo[4,3-b]pyridine). The reactants are ClC1=CC=C(C=C1)C=1N=C(OC1CCC(=O)O)N1C(=NC=C1)S(=O)(=O)C (3-{4-(4-chlorophenyl)-2-[2-(methylsulfonyl)-1H-imidazol-1-yl]-5-oxazolyl}propionic acid), ON1N=NC2=C1N=CC=C2 (1-hydroxy-7-aza-1H-1,2,3-benzotriazole), C(C)N=C=NCCCN(C)C (1-ethyl-3-(3-dimethylaminopropyl)carbodiimide), CN1CCC(CC1)CN1CCNCC1 (4-[(1-methyl-4-piperidinyl)methyl]piperazine). The solvent is CN(C=O)C (N,N-dimethylformamide), O (water). Run at time 8 hour. Product: ClC1=CC=C(C=C1)C=1N=C(OC1CCC(=O)N1CCN(CC1)CC1CCN(CC1)C)N1C(=NC=C1)S(=O)(=O)C (1-(3-{4-(4-chlorophenyl)-2-[2-(methylsulfonyl)-1H-imidazol-1-yl]-5-oxazolyl}propanoyl)-4-[(1-methyl-4-piperidinyl)methyl]piperazine). Yield: 89.5%. RXN SMILES: [Cl:1][C:2]1[CH:7]=[CH:6][C:5]([C:8]2[N:9]=[C:10]([N:18]3[CH:22]=[CH:21][N:20]=[C:19]3[S:23]([CH3:26])(=[O:25])=[O:24])[O:11][C:12]=2[CH2:13][CH2:14][C:15]([OH:17])=O)=[CH:4][CH:3]=1.ON1C2N=CC=CC=2N=N1.C(N=C=NCCCN(C)C)C.[CH3:48][N:49]1[CH2:54][CH2:53][CH:52]([CH2:55][N:56]2[CH2:61][CH2:60][NH:59][CH2:58][CH2:57]2)[CH2:51][CH2:50]1>O.CN(C)C=O>[Cl:1][C:2]1[CH:3]=[CH:4][C:5]([C:8]2[N:9]=[C:10]([N:18]3[CH:22]=[CH:21][N:20]=[C:19]3[S:23]([CH3:26])(=[O:25])=[O:24])[O:11][C:12]=2[CH2:13][CH2:14][C:15]([N:59]2[CH2:58][CH2:57][N:56]([CH2:55][CH:52]3[CH2:53][CH2:54][N:49]([CH3:48])[CH2:50][CH2:51]3)[CH2:61][CH2:60]2)=[O:17])=[CH:6][CH:7]=1. Procedure details: A mixture of 3-{4-(4-chlorophenyl)-2-[2-(methylsulfonyl)-1H-imidazol-1-yl]-5-oxazolyl}propionic acid (50 mg), 1-hydroxy-7-aza-1H-1,2,3-benzotriazole (41 mg), 1-ethyl-3-(3-dimethylaminopropyl)carbodiimide (46 mg), 4-[(1-methyl-4-piperidinyl)methyl]piperazine (60 mg) and N,N-dimethylformamide (0.5 ml) was stirred overnight at room temperature. The reaction mixture was poured into water, and the mixture was extracted with ethyl acetate. The ethyl acetate layer was concentrated, introduced into prep... Reactants: NC1=NC(=NS1)/C(/C(=O)N[C@H]1[C@@H]2N(C(=C(CS2)CI)C(=O)OC(C2=CC=CC=C2)C2=CC=CC=C2)C1=O)=N/OC(C)(C)C(=O)OC(C)(C)C (benzhydryl 7β-[(Z)-2-(5-amino-1,2,4-thiadiazol-3-yl)-2-(1-tert-butoxycarbonyl-1-methylethoxyimino)acetamido]-3-iodomethyl-3-cephem-4-carboxylate), C[Si](NC(C)=O)(C)C (N-(trimethylsilyl)acetamide), C(C)(C)(C)OC(=O)NCCNC(NC=1C=NN(C1NC(C1=CC=CC=C1)(C1=CC=CC=C1)C1=CC=CC=C1)C)=O (4-(3-{2-[(tert-butoxycarbonyl)amino]ethyl}ureido)-1-methyl-5-triphenylmethylaminopyrazole), C(C)(=O)OCC (ethyl acetate). Run in CN(C=O)C (N,N-dimethylformamide), C(Cl)Cl (methylene chloride), O (water). Run at time 30 minute. The product is NC1=NC(=NS1)/C(/C(=O)N[C@H]1[C@@H]2N(C(=C(CS2)C[N+]=2N(C(=C(C2)NC(=O)NCCN)N)C)C(=O)[O-])C1=O)=N/OC(C)(C)C(=O)O (7β-[(Z)-2-(5-amino-1,2,4-thiadiazol-3-yl)-2-(1-carboxy-1-methylethoxyimino)acetamido]-3-{3-amino-4-[3-(2-aminoethyl)ureido]-2-methyl-1-pyrazolio}methyl-3-cephem-4-carboxylate). Isolated yield 8.2%. RXN SMILES: [NH2:1][C:2]1[S:6][N:5]=[C:4](/[C:7](=[N:38]/[O:39][C:40]([C:43]([O:45]C(C)(C)C)=[O:44])([CH3:42])[CH3:41])/[C:8]([NH:10][C@@H:11]2[C:36](=[O:37])[N:13]3[C:14]([C:20]([O:22]C(C4C=CC=CC=4)C4C=CC=CC=4)=[O:21])=[C:15]([CH2:18]I)[CH2:16][S:17][C@H:12]23)=[O:9])[N:3]=1.C[Si](C)(C)NC(=O)C.C(OC([NH:65][CH2:66][CH2:67][NH:68][C:69](=[O:97])[NH:70][C:71]1[CH:72]=[N:73][N:74]([CH3:96])[C:75]=1[NH:76]C(C1C=CC=CC=1)(C1C=CC=CC=1)C1C=CC=CC=1)=O)(C)(C)C.C(OCC)(=O)C>CN(C)C=O.C(Cl)Cl.O>[NH2:1][C:2]1[S:6][N:5]=[C:4](/[C:7](=[N:38]/[O:39][C:40]([C:43]([OH:45])=[O:44])([CH3:42])[CH3:41])/[C:8]([NH:10][C@@H:11]2[C:36](=[O:37])[N:13]3[C:14]([C:20]([O-:22])=[O:21])=[C:15]([CH2:18][N+:73]4[N:74]([CH3:96])[C:75]([NH2:76])=[C:71]([NH:70][C:69]([NH:68][CH2:67][CH2:66][NH2:65])=[O:97])[CH:72]=4)[CH2:16][S:17][C@H:12]23)=[O:9])[N:3]=1. Procedure details: To a solution of benzhydryl 7β-[(Z)-2-(5-amino-1,2,4-thiadiazol-3-yl)-2-(1-tert-butoxycarbonyl-1-methylethoxyimino)acetamido]-3-iodomethyl-3-cephem-4-carboxylate (810 mg) in N,N-dimethylformamide (2.4 ml) was added N-(trimethylsilyl)acetamide (656 mg), and the mixture was stirred at room temperature for 30 minutes. To the reaction mixture was added a solution of 4-(3-{2-[(tert-butoxycarbonyl)amino]ethyl}ureido)-1-methyl-5-triphenylmethylaminopyrazole (640 mg) in methylene chloride (10 ml). The w... Starting materials: C(C=C)(=O)Cl (Acryloyl chloride), CN([C@H]1CN(CC1)C1=C(C=C(C(=C1)OC)NC1=NC=C(C(=N1)C1=CN(C2=CC=CC=C12)C)C)N)C (4-[(3R)-3-dimethylaminopyrrolidin-1-yl]-6-methoxy-N-[5-methyl-4-(1-methylindol-3-yl)-pyrimidin-2-yl]benzene-1,3-diamine), CN([C@H]1CN(CC1)C1=C(C=C(C(=C1)OC)NC1=NC=C(C(=N1)C1=CN(C2=CC=CC=C12)C)C)N)C (4-[(3R)-3-dimethylaminopyrrolidin-1-yl]-6-methoxy-N-[5-methyl-4-(1-methylindol-3-yl)-pyrimidin-2-yl]benzene-1,3-diamine), CCN(C(C)C)C(C)C (DIPEA). The solvent is C1CCOC1 (THF), C(C)OCC (diethyl ether), C(Cl)Cl (CH2Cl2), O (water). Conditions: temperature 0 celsius, time 1 hour. Product: CN([C@H]1CN(CC1)C1=C(C=C(C(=C1)OC)NC1=NC=C(C(=N1)C1=CN(C2=CC=CC=C12)C)C)NC(C=C)=O)C (N-(2-{(3R)-3-Dimethylaminopyrrolidin-1-yl}-4-methoxy-5-{[5-methyl-4-(1-methylindol-3-yl)pyrimidin-2-yl]amino}phenyl)prop-2-enamide). Isolated yield 47.7%. Reaction SMILES: [C:1](Cl)(=[O:4])[CH:2]=[CH2:3].[CH3:6][N:7]([CH3:40])[C@@H:8]1[CH2:12][CH2:11][N:10]([C:13]2[CH:18]=[C:17]([O:19][CH3:20])[C:16]([NH:21][C:22]3[N:27]=[C:26]([C:28]4[C:36]5[C:31](=[CH:32][CH:33]=[CH:34][CH:35]=5)[N:30]([CH3:37])[CH:29]=4)[C:25]([CH3:38])=[CH:24][N:23]=3)=[CH:15][C:14]=2[NH2:39])[CH2:9]1.CCN(C(C)C)C(C)C>C1COCC1.O.C(Cl)Cl.C(OCC)C>[CH3:40][N:7]([CH3:6])[C@@H:8]1[CH2:12][CH2:11][N:10]([C:13]2[CH:18]=[C:17]([O:19][CH3:20])[C:16]([NH:21][C:22]3[N:27]=[C:26]([C:28]4[C:36]5[C:31](=[CH:32][CH:33]=[CH:34][CH:35]=5)[N:30]([CH3:37])[CH:29]=4)[C:25]([CH3:38])=[CH:24][N:23]=3)=[CH:15][C:14]=2[NH:39][C:1](=[O:4])[CH:2]=[CH2:3])[CH2:9]1. Procedure details: Acryloyl chloride (0.043 mL, 1M in THF, 0.53 mmol) was added dropwise to a mixture of 4-[(3R)-3-dimethylaminopyrrolidin-1-yl]-6-methoxy-N-[5-methyl-4-(1-methylindol-3-yl)-pyrimidin-2-yl]benzene-1,3-diamine (Intermediate 83, 252 mg, 0.53 mmol) and DIPEA (0.103 mL, 0.59 mmol) in THF (15 mL) at 0° C. under N2. The resulting suspension was stirred at 0° C. for 1 h, and then allowed to warm to r.t. The mixture was then diluted with water (15 mL) and concentrated in vacuo. The resulting material was d...